Dataset: the Open Reaction Database (ORD), a public repository of structured organic reaction records. Task: describe an organic reaction: reactants, conditions, products, and yield Reactants: CCO, COc1cccc2c([N+](=O)[O-])cccc12, NN, NN, O. Yields the product COc1cccc2c(N)cccc12. Reaction SMILES: [CH3:21][CH2:22][OH:23].[CH3:4][O:5][c:6]1[c:7]2[cH:8][cH:9][cH:10][c:11]([N+:16]([O-:17])=[O:18])[c:12]2[cH:13][cH:14][cH:15]1.[NH2:19][NH2:20].[NH2:2][NH2:3].[OH2:1]>>[CH3:4][O:5][c:6]1[c:7]2[cH:8][cH:9][cH:10][c:11]([NH2:16])[c:12]2[cH:13][cH:14][cH:15]1.